Dataset: the Open Reaction Database (ORD), a public repository of structured organic reaction records. Task: describe an organic reaction: reactants, conditions, products, and yield The reactants are O=C(O)c1ncn2cc(Br)sc12, CCCCCC, Clc1ccc(Cl)c(Cl)c1, O=C(O)c1ccccc1. The product is Brc1cn2cncc2s1. Reaction SMILES: [Br:1][c:2]1[cH:3][n:4]2[c:5]([s:6]1)[c:7]([C:10]([OH:11])=[O:12])[n:8][cH:9]2.[CH3:31][CH2:32][CH2:33][CH2:34][CH2:35][CH3:36].[Cl:22][c:23]1[cH:24][c:25]([Cl:26])[c:27]([Cl:28])[cH:29][cH:30]1.[OH:13][C:14]([c:15]1[cH:16][cH:17][cH:18][cH:19][cH:20]1)=[O:21]>>[Br:1][c:2]1[cH:3][n:4]2[c:5]([s:6]1)[cH:7][n:8][cH:9]2. Reactants: O=C([O-])[O-], CC#N, [K+], [K+], OC1(c2cnc3ccccc3c2)CCNCC1, ClCCCOc1ccccc1. Yields the product OC1(c2cnc3ccccc3c2)CCN(CCCOc2ccccc2)CC1. As a reaction SMILES: [C:29](=[O:30])([O-:31])[O-:32].[CH3:35][C:36]#[N:37].[K+:33].[K+:34].[OH:12][C:13]1([c:19]2[cH:20][n:21][c:22]3[cH:23][cH:24][cH:25][cH:26][c:27]3[cH:28]2)[CH2:14][CH2:15][NH:16][CH2:17][CH2:18]1.[c:1]1([O:7][CH2:8][CH2:9][CH2:10][Cl:11])[cH:2][cH:3][cH:4][cH:5][cH:6]1>>[c:1]1([O:7][CH2:8][CH2:9][CH2:10][N:16]2[CH2:15][CH2:14][C:13]([OH:12])([c:19]3[cH:20][n:21][c:22]4[cH:23][cH:24][cH:25][cH:26][c:27]4[cH:28]3)[CH2:18][CH2:17]2)[cH:2][cH:3][cH:4][cH:5][cH:6]1. Reactants: C#CCO, O=C(NCc1ccc(Cl)cc1)c1cnc2ccc(I)cc2c1O, [Cu]I, CN(C)C=O. The product is O=C(NCc1ccc(Cl)cc1)c1cnc2ccc(C#CCO)cc2c1O. Reaction SMILES: [CH2:24]([C:25]#[CH:26])[OH:27].[Cl:1][c:2]1[cH:3][cH:4][c:5]([CH2:6][NH:7][C:8](=[O:9])[c:10]2[cH:11][n:12][c:13]3[cH:14][cH:15][c:16]([I:21])[cH:17][c:18]3[c:19]2[OH:20])[cH:22][cH:23]1.[Cu:28][I:29].[O:30]=[CH:31][N:32]([CH3:33])[CH3:34]>>[Cl:1][c:2]1[cH:3][cH:4][c:5]([CH2:6][NH:7][C:8](=[O:9])[c:10]2[cH:11][n:12][c:13]3[cH:14][cH:15][c:16]([C:26]#[C:25][CH2:24][OH:27])[cH:17][c:18]3[c:19]2[OH:20])[cH:22][cH:23]1. The reactants are B(O)(O)C1=CC=C(C(=O)O)C=C1 (4-boronobenzoic acid), C([O-])([O-])=O.[Na+].[Na+] (sodium carbonate), BrC1=C(C=C(C=C1)C1=CN=CN1C)C (5-(4-Bromo-3-methylphenyl)-1-methylimidazole). The reagents and catalysts are C=1C=CC(=CC1)[P](C=2C=CC=CC2)(C=3C=CC=CC3)[Pd]([P](C=4C=CC=CC4)(C=5C=CC=CC5)C=6C=CC=CC6)([P](C=7C=CC=CC7)(C=8C=CC=CC8)C=9C=CC=CC9)[P](C=1C=CC=CC1)(C=1C=CC=CC1)C=1C=CC=CC1 (tetrakis(triphenylphosphine)palladium). Solvent: O (water), COCCOC (DME). The product is CC1=C(C=CC(=C1)C1=CN=CN1C)C1=CC=C(C=C1)C(=O)O (2'-Methyl-4'-(1-methylimidazol-5-yl)biphenyl-4-carboxylic acid). The yield is 33.6%. RXN SMILES: Br[C:2]1[CH:7]=[CH:6][C:5]([C:8]2[N:12]([CH3:13])[CH:11]=[N:10][CH:9]=2)=[CH:4][C:3]=1[CH3:14].B([C:18]1[CH:26]=[CH:25][C:21]([C:22]([OH:24])=[O:23])=[CH:20][CH:19]=1)(O)O.C(=O)([O-])[O-].[Na+].[Na+]>COCCOC.O.C1C=CC([P]([Pd]([P](C2C=CC=CC=2)(C2C=CC=CC=2)C2C=CC=CC=2)([P](C2C=CC=CC=2)(C2C=CC=CC=2)C2C=CC=CC=2)[P](C2C=CC=CC=2)(C2C=CC=CC=2)C2C=CC=CC=2)(C2C=CC=CC=2)C2C=CC=CC=2)=CC=1>[CH3:14][C:3]1[CH:4]=[C:5]([C:8]2[N:12]([CH3:13])[CH:11]=[N:10][CH:9]=2)[CH:6]=[CH:7][C:2]=1[C:18]1[CH:26]=[CH:25][C:21]([C:22]([OH:24])=[O:23])=[CH:20][CH:19]=1 |f:2.3.4,^1:43,45,64,83|. Reported procedure: 5-(4-Bromo-3-methylphenyl)-1-methylimidazole (D92, 1.52 g, 6.1 mmol) was dissolved in DME (50 ml) and water (50 ml), then treated with 4-boronobenzoic acid (1.0 g, 6.1 mmol), sodium carbonate (2.57 g, 24.2 mmol) and tetrakis(triphenylphosphine)palladium (O) (100 mg). The mixture was heated at reflux (48 hours), cooled and the DME removed in vacuo. The aqueous residue was treated with 10% Na2CO3 (approx 30 ml), then washed with ethyl acetate. The aqueous phase was acidified with 5N HCl and the so... Starting materials: O=C([O-])[O-], CC(C)(C)c1cccc(C(C)(C)C)c1O, CS(C)=O, O=[N+]([O-])c1ccc(Cl)cc1, [K+], [K+]. Product: CC(C)(C)c1cc(-c2ccc([N+](=O)[O-])cc2)cc(C(C)(C)C)c1O. Reaction SMILES: [C:16](=[O:17])([O-:18])[O-:19].[C:1]([CH3:2])([CH3:3])([CH3:4])[c:5]1[c:6]([OH:15])[c:7]([C:11]([CH3:12])([CH3:13])[CH3:14])[cH:8][cH:9][cH:10]1.[CH3:32][S:33]([CH3:34])=[O:35].[Cl:22][c:23]1[cH:24][cH:25][c:26]([N+:29](=[O:30])[O-:31])[cH:27][cH:28]1.[K+:20].[K+:21]>>[C:1]([CH3:2])([CH3:3])([CH3:4])[c:5]1[c:6]([OH:15])[c:7]([C:11]([CH3:12])([CH3:13])[CH3:14])[cH:8][c:9](-[c:23]2[cH:24][cH:25][c:26]([N+:29](=[O:30])[O-:31])[cH:27][cH:28]2)[cH:10]1. Starting materials: FC1=C(C=CC=C1)C1=CC=C2C(=N1)C(=CN2S(=O)(=O)C2=CC=C(C)C=C2)B2OC(C(O2)(C)C)(C)C (5-(2-fluorophenyl)-3-(4,4,5,5-tetramethyl-1,3,2-dioxaborolan-2-yl)-1-tosyl-1H-pyrrolo[3,2-b]pyridine), ClC=1N=NC=C(C1)OC (3-chloro-5-methoxypyridazine), P(=O)([O-])([O-])[O-].[K+].[K+].[K+] (potassium phosphate). The reagents and catalysts are CC(C)(C)P(C1=CC=C(C=C1)N(C)C)C(C)(C)C.CC(C)(C)P(C1=CC=C(C=C1)N(C)C)C(C)(C)C.Cl[Pd]Cl (bis(di-tert-butyl(4-dimethylaminophenyl)phosphine)dichloropalladium(ii)). The solvent is C(Cl)Cl (DCM), O1CCOCC1.O (p-dioxane H2O). Conditions: temperature 105 celsius. Yields the product FC1=C(C=CC=C1)C1=CC=C2C(=N1)C(=CN2S(=O)(=O)C2=CC=C(C)C=C2)C=2N=NC=C(C2)OC (5-(2-fluorophenyl)-3-(5-methoxypyridazin-3-yl)-1-tosyl-1H-pyrrolo[3,2-b]pyridine). Isolated yield 16.3%. RXN SMILES: [F:1][C:2]1[CH:7]=[CH:6][CH:5]=[CH:4][C:3]=1[C:8]1[N:13]=[C:12]2[C:14](B3OC(C)(C)C(C)(C)O3)=[CH:15][N:16]([S:17]([C:20]3[CH:26]=[CH:25][C:23]([CH3:24])=[CH:22][CH:21]=3)(=[O:19])=[O:18])[C:11]2=[CH:10][CH:9]=1.Cl[C:37]1[N:38]=[N:39][CH:40]=[C:41]([O:43][CH3:44])[CH:42]=1.P([O-])([O-])([O-])=O.[K+].[K+].[K+]>O1CCOCC1.O.C(Cl)Cl.CC(P(C(C)(C)C)C1C=CC(N(C)C)=CC=1)(C)C.CC(P(C(C)(C)C)C1C=CC(N(C)C)=CC=1)(C)C.Cl[Pd]Cl>[F:1][C:2]1[CH:7]=[CH:6][CH:5]=[CH:4][C:3]=1[C:8]1[N:13]=[C:12]2[C:14]([C:37]3[N:38]=[N:39][CH:40]=[C:41]([O:43][CH3:44])[CH:42]=3)=[CH:15][N:16]([S:17]([C:20]3[CH:26]=[CH:25][C:23]([CH3:24])=[CH:22][CH:21]=3)(=[O:18])=[O:19])[C:11]2=[CH:10][CH:9]=1 |f:2.3.4.5,6.7,9.10.11|. Procedure: A glass microwave reaction vessel was charged with 5-(2-fluorophenyl)-3-(4,4,5,5-tetramethyl-1,3,2-dioxaborolan-2-yl)-1-tosyl-1H-pyrrolo[3,2-b]pyridine (102 mg, 0.208 mmol) and 3-chloro-5-methoxypyridazine (30 mg, 0.208 mmol) in p-dioxane/H2O (4:1, 1.5 mL) followed by potassium phosphate (88 mg, 0.415 mmol) and bis(di-tert-butyl(4-dimethylaminophenyl)phosphine)dichloropalladium(ii) (7.35 mg, 10.38 μmol). The reaction was stirred and heated in a Initiator microwave reactor (Personal Chemistry, Bi... The reactants are S1C=CC=2CNCCC21 (4,5,6,7-Tetrahydro-thieno[3,2-c]pyridine), O (water), C(C)OC(C(CCCC(C1=C(C=CC=C1)Cl)Br)(C)C)=O (6-bromo-6-(2-chlorophenyl)-2,2-dimethylhexanoic acid ethyl ester), C([O-])([O-])=O.[K+].[K+] (potassium carbonate). Run in CN(C)C=O (DMF). Reaction conditions: temperature 70 celsius. Product: C(C)OC(C(CCCC(N1CC2=C(CC1)SC=C2)C2=C(C=CC=C2)Cl)(C)C)=O (6-(2-chlorophenyl)-6-(6,7-dihydro-4H-thieno[3,2-c]pyridin-5-yl)-2,2-dimethylhexanoic acid ethyl ester). Yield: 34.1%. Reaction SMILES: [S:1]1[C:9]2[CH2:8][CH2:7][NH:6][CH2:5][C:4]=2[CH:3]=[CH:2]1.[CH2:10]([O:12][C:13](=[O:29])[C:14]([CH3:28])([CH3:27])[CH2:15][CH2:16][CH2:17][CH:18](Br)[C:19]1[CH:24]=[CH:23][CH:22]=[CH:21][C:20]=1[Cl:25])[CH3:11].C(=O)([O-])[O-].[K+].[K+].O>CN(C=O)C>[CH2:10]([O:12][C:13](=[O:29])[C:14]([CH3:28])([CH3:27])[CH2:15][CH2:16][CH2:17][CH:18]([C:19]1[CH:24]=[CH:23][CH:22]=[CH:21][C:20]=1[Cl:25])[N:6]1[CH2:7][CH2:8][C:9]2[S:1][CH:2]=[CH:3][C:4]=2[CH2:5]1)[CH3:11] |f:2.3.4|. Procedure details: 4,5,6,7-tetrahydro-thieno[3,2-c]pyridine hydrochloride (2.5 g, 8.8 mmol) was mixed with sodium hydroxide (2.7 g) in water (80 mL). The corresponding free amine was extracted with dichloromethane (3×20 mL), which was dried over Na2SO4, filtered, and concentrated to provide 4,5,6,7-tetrahydro-thieno[3,2-c]pyridine (1.22 g). 4,5,6,7-Tetrahydro-thieno[3,2-c]pyridine (1.22 g, 8.8 mmol) and 6-bromo-6-(2-chlorophenyl)-2,2-dimethylhexanoic acid ethyl ester (2.5 g, 8.8 mmol) were combined in DMF (90 mL) ...